Dataset: the Open Reaction Database (ORD), a public repository of structured organic reaction records. Task: describe an organic reaction: reactants, conditions, products, and yield Starting materials: C(C1=CC=CC=C1)OC1=C(N)C=CC=C1OC (2-benzyloxy-3-methoxyaniline), C(C)OC=C(C(=O)OCC)C(=O)OCC (diethyl ethoxymethylenemalonate). Run in C1(=CC=CC=C1)OC1=CC=CC=C1 (diphenyl ether). Product: C(C)OC(=O)C1=CNC2=C(C(=CC=C2C1=O)OC)O (3-ethoxycarbonyl-8-hydroxy-7-methoxy-4(1H)-quinolone). Yield: 42.7%. RXN SMILES: C([O:8][C:9]1[C:15]([O:16][CH3:17])=[CH:14][CH:13]=[CH:12][C:10]=1[NH2:11])C1C=CC=CC=1.C([O:20][CH:21]=[C:22]([C:28](OCC)=O)[C:23]([O:25][CH2:26][CH3:27])=[O:24])C>C1(OC2C=CC=CC=2)C=CC=CC=1>[CH2:26]([O:25][C:23]([C:22]1[C:21](=[O:20])[C:12]2[C:10](=[C:9]([OH:8])[C:15]([O:16][CH3:17])=[CH:14][CH:13]=2)[NH:11][CH:28]=1)=[O:24])[CH3:27]. Reported procedure: Two grams of 2-benzyloxy-3-methoxyaniline and 2.3 g of diethyl ethoxymethylenemalonate were heated at a temperature of 100°-120° C. for 1 hour. Fifty milliliter of diphenyl ether was added to the mixture, and the resulting mixture was further heated at 250°-270° C. for 1.5 hours. After the mixture was cooled down to room temperature, it was purified by silica gel column chromatography (Wako Gel C-200, 100 g). Elution with a mixed solvent of chloroform (95 parts) and methanol (5 parts) gave 980 m... The reactants are O.Cl.ClC1=CC=C(C=C1)C1N=C(CC2=CC(=CC=C12)OC)N(C)C (1-(4-chlorophenyl)-3-dimethylamino-6-methoxy-1,4-dihydroisoquinoline hydrochloride hydrate), Br (hydrobromic acid). The product is Br.ClC1=CC=C(C=C1)C1N=C(CC2=CC(=CC=C12)O)N(C)C (1-(4-Chlorophenyl)-3-dimethylamino-6-hydroxy-1,4-dihydroisoquinoline hydrobromide). Reaction SMILES: O.Cl.[Cl:3][C:4]1[CH:9]=[CH:8][C:7]([CH:10]2[C:19]3[C:14](=[CH:15][C:16]([O:20]C)=[CH:17][CH:18]=3)[CH2:13][C:12]([N:22]([CH3:24])[CH3:23])=[N:11]2)=[CH:6][CH:5]=1.[BrH:25]>>[BrH:25].[Cl:3][C:4]1[CH:5]=[CH:6][C:7]([CH:10]2[C:19]3[C:14](=[CH:15][C:16]([OH:20])=[CH:17][CH:18]=3)[CH2:13][C:12]([N:22]([CH3:24])[CH3:23])=[N:11]2)=[CH:8][CH:9]=1 |f:0.1.2,4.5|. Reported procedure: A solution of 1-(4-chlorophenyl)-3-dimethylamino-6-methoxy-1,4-dihydroisoquinoline hydrochloride hydrate (1.5 g) in 48% aqueous hydrobromic acid (200 ml) was heated at 120° C. for 2.5 h. The solution was evaporated to dryness in in vacuo and recrystallised from ethanol-ether to give the title compound, (2.53 g), Starting materials: C(C)OC(=O)C1(CCCC1)C1=CC(=CC=C1)Br (1-(3-bromo-phenyl)-cyclopentanecarboxylic acid ethyl ester), [OH-].[Li+] (lithium hydroxide), C1CCOC1 (THF), CO (MeOH). The solvent is O (water). Conditions: time 18 hour. Product: BrC=1C=C(C=CC1)C1(CCCC1)C(=O)O (1-(3-bromo-phenyl)-cyclopentanecarboxylic acid). Isolated yield 80.7%. RXN SMILES: C([O:3][C:4]([C:6]1([C:11]2[CH:16]=[CH:15][CH:14]=[C:13]([Br:17])[CH:12]=2)[CH2:10][CH2:9][CH2:8][CH2:7]1)=[O:5])C.[OH-].[Li+].C1COCC1.CO>O>[Br:17][C:13]1[CH:12]=[C:11]([C:6]2([C:4]([OH:5])=[O:3])[CH2:10][CH2:9][CH2:8][CH2:7]2)[CH:16]=[CH:15][CH:14]=1 |f:1.2|. Reported procedure: A mixture of 1-(3-bromo-phenyl)-cyclopentanecarboxylic acid ethyl ester [3.42 g, 11.51 mmol], lithium hydroxide (579 mg, 13.81 mmol), THF (13 mL), MeOH (13 mL) and water (13 mL) is vigorously stirred for 18 hours. The mixture is concentrated and the residue is diluted with water (50 mL). The aqueous mixture is acidified with concentrated HCl to pH 1 and extracted twice with EtOAc (50 mL). The organic extracts are combined and dried over magnesium sulfate, filtered and concentrated to afford 1-(3... The reactants are COC=1C=C(C=CC1OC)C1=NNC([C@H]2CCCC[C@@H]12)=O ((cis)-4-(3,4-Dimethoxyphenyl)-4a,5,6,7,8,8a-hexahydro-2H-phthalazin-1-one), BrC(C)C (2-bromopropane), COC=1C=C(C=CC1OC)C1=NN(C([C@H]2CCCC[C@@H]12)=O)C ((cis)-4-(3,4-Dimethoxyphenyl)-2-methyl-4a,5,6,7,8,8a-hexahydro-2H-phthalazin-1-one). Yields the product C(C)(C)N1C([C@H]2CCCC[C@H]2C(=N1)C1=CC(=C(C=C1)OC)OC)=O ((cis)-2-isopropyl-4-(3,4-dimethoxyphenyl)-4a,5,6,7,8,8a-hexahydro-2H-phthalazin-1-one). RXN SMILES: [CH3:1][O:2][C:3]1[CH:4]=[C:5]([C:11]2[C@H:20]3[C@H:15]([CH2:16][CH2:17][CH2:18][CH2:19]3)[C:14](=[O:21])[NH:13][N:12]=2)[CH:6]=[CH:7][C:8]=1[O:9][CH3:10].Br[CH:23]([CH3:25])[CH3:24].COC1C=C(C2[C@H]3[C@H](CCCC3)C(=O)N(C)N=2)C=CC=1OC>>[CH:23]([N:13]1[N:12]=[C:11]([C:5]2[CH:6]=[CH:7][C:8]([O:9][CH3:10])=[C:3]([O:2][CH3:1])[CH:4]=2)[C@H:20]2[C@H:15]([CH2:16][CH2:17][CH2:18][CH2:19]2)[C:14]1=[O:21])([CH3:25])[CH3:24]. Reported procedure: Prepared from compound 1 and 2-bromopropane as described for compound 8. Purified by chromatography (dichloromethane). Crystallized from diethyl ether/petroleum ether (60-95° C.). M.p. 79-81° C. The reactants are C(C)(=O)O[C@H]1[C@@H](OC(C)=O)[C@@H](OC(C)=O)[C@H](OC(C)=O)[C@H](O1)COC (1,2,3,4-tetra-O-acetyl-6-O-methyl-β-D-mannopyranose), Br (hydrobromic acid). Solvent: ClCCl (dichloromethane), C(C)(=O)O (acetic acid). Product: C(C)(=O)O[C@@H]1[C@H](O[C@@H]([C@H]([C@@H]1OC(C)=O)OC(C)=O)COC)Br (2,3,4-tri-O-acetyl-6-O-methyl-α-D-mannopyranosyl bromide). Reaction SMILES: C(O[C@@H:5]1[O:22][C@H:21]([CH2:23][O:24][CH3:25])[C@@H:16]([O:17][C:18](=[O:20])[CH3:19])[C@H:11]([O:12][C:13](=[O:15])[CH3:14])[C@@H:6]1[O:7][C:8](=[O:10])[CH3:9])(=O)C.[BrH:26]>ClCCl.C(O)(=O)C>[C:8]([O:7][C@H:6]1[C@@H:11]([O:12][C:13](=[O:15])[CH3:14])[C@H:16]([O:17][C:18](=[O:20])[CH3:19])[C@@H:21]([CH2:23][O:24][CH3:25])[O:22][C@@H:5]1[Br:26])(=[O:10])[CH3:9]. Procedure details: A solution of 1,2,3,4-tetra-O-acetyl-6-O-methyl-β-D-mannopyranose (2.8 g) in dry dichloromethane (2 ml) at 0°-5° C. is treated with 30% hydrobromic acid in glacial acetic acid (25 ml) for 2 hours. The reaction mixture is worked-up in the normal manner to give 2,3,4-tri-O-acetyl-6-O-methyl-α-D-mannopyranosyl bromide (2.8 g), which is reacted with thiourea (0.76 g) in dry acetone (5 ml) at reflux temperature for 2 hours. The solution is evaporated in vacuo to a syrup, which is partitioned between ... Starting materials: CC(=O)C=O (methylglyoxal), C([C@@H]([C@@H](CO)O)O)C(=O)C=O (3-deoxyglucosone), Cl(=O)(=O)(=O)O (perchloric acid), C1(=C(C=CC=C1)N)N (o-phenylenediamine), C(=O)C=O (glyoxal). Solvent: CC(C(C)=O)=O (2,3-butanedione). Run at time 1 hour. Yields the product N1=CC=NC2=CC=CC=C12 (Quinoxaline), dicarbonyl, C1(=C(C=CC=C1)N)N (o-phenylenediamine). As a reaction SMILES: C(C=O)=O.CC(C=O)=O.[CH2:10]([C:17]([CH:19]=O)=O)[C@H:11](O)[C@H:12](O)[CH2:13]O.Cl(O)(=O)(=O)=O.[C:26]1([NH2:33])[CH:31]=[CH:30][CH:29]=[CH:28][C:27]=1[NH2:32]>CC(=O)C(=O)C>[N:32]1[C:12]2[C:11](=[CH:10][CH:17]=[CH:19][CH:13]=2)[N:33]=[CH:26][CH:27]=1.[C:26]1([NH2:33])[CH:31]=[CH:30][CH:29]=[CH:28][C:27]=1[NH2:32]. Reported procedure: The quantities of residual glyoxal, methylglyoxal, and 3-deoxyglucosone in the sample solution were determined by high-performance liquid chromatography (HPLC) following the incubation. More specifically, 40 μl of 2M perchloric acid, 40 μl of 1% o-phenylenediamine, and 100 μl of 25 μM 2,3-butanedione were added to 100 μl of the sample after the incubation; the mixture was stirred and incubated at 25° C. for 1 hour. Quinoxaline derivatives produced in the reaction of the dicarbonyl compounds and ... Starting materials: C1(CC1)C=1C(=CC(=NC1)C(=O)NC(C(=O)O)C(C)(C)C)OCC(F)(F)F (2-[[5-cyclopropyl-4-(2,2,2-trifluoroethoxy)pyridine-2-carbonyl]amino]-3,3-dimethyl-butanoic acid), N1CCC1 (azetidine), C([C@H]([C@H]([C@@H]([C@H](C(=O)[O-])O)O)O)O)O.C([C@H]([C@H]([C@@H]([C@H](C(=O)[O-])O)O)O)O)O.[Mg+2] (414.6). The product is N1(CCC1)C(C(C(C)(C)C)NC(=O)C1=NC=C(C(=C1)OCC(F)(F)F)C1CC1)=O (N-[1-(azetidin-1-yl)-3,3-dimethyl-1-oxobutan-2-yl]-5-cyclopropyl-4-(2,2,2-trifluoroethoxy)pyridine-2-carboxamide). Reaction SMILES: [CH:1]1([C:4]2[C:5]([O:21][CH2:22][C:23]([F:26])([F:25])[F:24])=[CH:6][C:7]([C:10]([NH:12][CH:13]([C:17]([CH3:20])([CH3:19])[CH3:18])[C:14](O)=[O:15])=[O:11])=[N:8][CH:9]=2)[CH2:3][CH2:2]1.[NH:27]1[CH2:30][CH2:29][CH2:28]1.C(O)[C@@H](O)[C@@H](O)[C@H](O)[C@@H](O)C([O-])=O.C(O)[C@@H](O)[C@@H](O)[C@H](O)[C@@H](O)C([O-])=O.[Mg+2]>>[N:27]1([C:14](=[O:15])[CH:13]([NH:12][C:10]([C:7]2[CH:6]=[C:5]([O:21][CH2:22][C:23]([F:24])([F:26])[F:25])[C:4]([CH:1]3[CH2:3][CH2:2]3)=[CH:9][N:8]=2)=[O:11])[C:17]([CH3:19])([CH3:20])[CH3:18])[CH2:30][CH2:29][CH2:28]1 |f:2.3.4|. Procedure details: The title compound was synthesized in analogy to Example 112e, using 2-[[5-cyclopropyl-4-(2,2,2-trifluoroethoxy)pyridine-2-carbonyl]amino]-3,3-dimethyl-butanoic acid (Example 194b) and azetidine (CAN 503-29-7) as starting materials and isolated (29 mg, 54%); MS (ESI, m/z): 414.6 (M+H+).